This data is from the Open Reaction Database (ORD), a public repository of structured organic reaction records. The task is: describe an organic reaction: reactants, conditions, products, and yield Reactants: CI, CC#N, O=C1c2ccccc2C(=O)N1CCN(C(=O)n1ccnc1)c1ccc(F)cc1. Yields the product [I-], C[n+]1ccn(C(=O)N(CCN2C(=O)c3ccccc3C2=O)c2ccc(F)cc2)c1. As a reaction SMILES: [CH3:29][I:30].[CH3:31][C:32]#[N:33].[O:1]=[C:2]1[N:3]([CH2:12][CH2:13][N:14]([C:15](=[O:16])[n:17]2[cH:18][n:19][cH:20][cH:21]2)[c:22]2[cH:23][cH:24][c:25]([F:28])[cH:26][cH:27]2)[C:4](=[O:11])[c:5]2[cH:6][cH:7][cH:8][cH:9][c:10]21>>[I-:30].[O:1]=[C:2]1[N:3]([CH2:12][CH2:13][N:14]([C:15](=[O:16])[n:17]2[cH:18][n+:19]([CH3:29])[cH:20][cH:21]2)[c:22]2[cH:23][cH:24][c:25]([F:28])[cH:26][cH:27]2)[C:4](=[O:11])[c:5]2[cH:6][cH:7][cH:8][cH:9][c:10]21.